Dataset: the Open Reaction Database (ORD), a public repository of structured organic reaction records. Task: describe an organic reaction: reactants, conditions, products, and yield The reactants are IC=1C(=NC=C(C1)[N+](=O)[O-])O (3-iodo-5-nitropyridin-2-ol), Ag2CO3, C1(=CC=CC=C1)C (toluene). Run in BrCC1=CC=CC=C1 ((bromomethyl)benzene). Conditions: temperature 70 celsius, time 6 hour. Product: C(C1=CC=CC=C1)OC1=NC=C(C=C1I)[N+](=O)[O-] (2-(Benzyloxy)-3-iodo-5-nitropyridine). Isolated yield 90.0%. As a reaction SMILES: [I:1][C:2]1[C:3]([OH:11])=[N:4][CH:5]=[C:6]([N+:8]([O-:10])=[O:9])[CH:7]=1.[C:12]1([CH3:18])[CH:17]=[CH:16][CH:15]=[CH:14][CH:13]=1>BrCC1C=CC=CC=1>[CH2:18]([O:11][C:3]1[C:2]([I:1])=[CH:7][C:6]([N+:8]([O-:10])=[O:9])=[CH:5][N:4]=1)[C:12]1[CH:17]=[CH:16][CH:15]=[CH:14][CH:13]=1. Reported procedure: To a solution of 3-iodo-5-nitropyridin-2-ol (0.011 mol, 3 g) in 30 ml of toluene, 2.5 ml of (bromomethyl)benzene and 5.1 g of Ag2CO3 was added. The mixture was stirred at 70° C. for 6 h. The crude was filtered through Celite and washed with ethyl acetate. The solvent was evaporated affording 3.6 g (yield 90%) of the expected product.